describe an organic reaction: reactants, conditions, products, and yield From a dataset of the Open Reaction Database (ORD), a public repository of structured organic reaction records. The reactants are C(C)OC(=O)C(C)N1C(C(CCCCCC1)N)=O (1-(1-ethoxycarbonylethyl)-3-aminoperhydroazonin-2-one), O=C(C(=O)OCC)CCC1=CC=CC=C1 (ethyl 2-oxo-4-phenylbutyrate). Solvent: C(C)O (ethanol). Product: C(C)OC(=O)C(C)N1C(C(CCCCCC1)NC(CCC1=CC=CC=C1)C(=O)OCC)=O (1-(1-Ethoxycarbonylethyl)-3-[(1-ethoxycarbonyl-3-phenylpropyl)amino]perhydroazonin-2-one). RXN SMILES: [CH2:1]([O:3][C:4]([CH:6]([N:8]1[CH2:16][CH2:15][CH2:14][CH2:13][CH2:12][CH2:11][CH:10]([NH2:17])[C:9]1=[O:18])[CH3:7])=[O:5])[CH3:2].O=[C:20]([CH2:26][CH2:27][C:28]1[CH:33]=[CH:32][CH:31]=[CH:30][CH:29]=1)[C:21]([O:23][CH2:24][CH3:25])=[O:22]>C(O)C>[CH2:1]([O:3][C:4]([CH:6]([N:8]1[CH2:16][CH2:15][CH2:14][CH2:13][CH2:12][CH2:11][CH:10]([NH:17][CH:20]([C:21]([O:23][CH2:24][CH3:25])=[O:22])[CH2:26][CH2:27][C:28]2[CH:29]=[CH:30][CH:31]=[CH:32][CH:33]=2)[C:9]1=[O:18])[CH3:7])=[O:5])[CH3:2]. Procedure details: Hydrogenate 2.42 g 1-(1-ethoxycarbonylethyl)-3-aminoperhydroazonin-2-one and 3.09 g ethyl 2-oxo-4-phenylbutyrate in 100 ml ethanol containing 0.60 g acetic acid as described in Example 1.